Dataset: the Open Reaction Database (ORD), a public repository of structured organic reaction records. Task: describe an organic reaction: reactants, conditions, products, and yield The reactants are BrC1=CC=C2CC3=C(NC=4C=CC(=CC34)Cl)C2=C1 (3-Bromo-8-chloro-5,10-dihydro-indeno[1,2-b]indole), C1=CC(=CC(=C1)Cl)C(=O)OO (mCPBA), C(=O)(O)[O-].[Na+] (NaHCO3). Run in C(Cl)(Cl)Cl (chloroform), C(Cl)(Cl)Cl (chloroform). Reaction conditions: time 2 hour. Yields the product BrC1=CC2=C(CC(C3=C(NC2=O)C=CC(=C3)Cl)=O)C=C1 (8-Bromo-2-chloro-5H,11H-dibenzo[b,f]azocine-6-12-dione). Isolated yield 43.0%. As a reaction SMILES: [Br:1][C:2]1[CH:18]=[C:17]2[C:5]([CH2:6]C3C4C=C(Cl)C=CC=4[NH:9][C:8]=32)=[CH:4][CH:3]=1.[CH:19]1[CH:24]=[C:23]([Cl:25])[CH:22]=[C:21]([C:26]([O:28]O)=O)[CH:20]=1.C([O-])(O)=[O:31].[Na+]>C(Cl)(Cl)Cl>[Br:1][C:2]1[CH:3]=[CH:4][C:5]2[CH2:6][C:26](=[O:28])[C:21]3[CH:22]=[C:23]([Cl:25])[CH:24]=[CH:19][C:20]=3[NH:9][C:8](=[O:31])[C:17]=2[CH:18]=1 |f:2.3|. Procedure: To a solution 3-Bromo-8-chloro-5,10-dihydro-indeno[1,2-b]indole (4.2 g, 13 mmol) in chloroform (150 mL) and 5% aqueous NaHCO3 (56 mL) was added mCPBA (7.5 g, 43 mmol) in chloroform (150 mL) dropwise over 30 minutes. The reaction mixture was stirred at room temperature for 2 hours and the layers were separated. The organic layer was washed with saturated aqueous NaHCO3, dried (Na2SO4), filtered and concentrated. The resulting oil was triturated with ether and filtered. The filter cake was washed ... Reactants: S(=O)(Cl)Cl (Thionylchloride), BrCCCCCCCC(=O)O (8-bromooctanoic acid), C(C)O (ethanol). Conditions: time 12 hour. Product: BrCCCCCCCC(=O)OCC (Ethyl 8-Bromooctanoate). RXN SMILES: S(Cl)(Cl)=O.[Br:5][CH2:6][CH2:7][CH2:8][CH2:9][CH2:10][CH2:11][CH2:12][C:13]([OH:15])=[O:14].[CH2:16](O)[CH3:17]>>[Br:5][CH2:6][CH2:7][CH2:8][CH2:9][CH2:10][CH2:11][CH2:12][C:13]([O:15][CH2:16][CH3:17])=[O:14]. Procedure details: Thionylchloride (8.15 ml, 0.112 mols) was added dropwise to an ethanol (500 ml) solution of 8-bromooctanoic acid (50.0 g, 0.224 mols) with cooling with ice, and the reaction mixture was then stirred for 12 hours at room temperature. The reaction mixture was concentrated in vacuo, and a saturated aqueous sodium bicarbonate solution was added to the residue, which was then extracted with ethyl acetate. The organic layer was washed with water and a saturated aqueous sodium chloride solution, then d... Starting materials: CC(C)(C)OC(=O)NCCC(Nc1nccc(-c2n[nH]c3nc(NCCN4CCOCC4)ncc23)n1)c1ccccc1, CCO, Cl. Product: NCCC(Nc1nccc(-c2n[nH]c3nc(NCCN4CCOCC4)ncc23)n1)c1ccccc1. As a reaction SMILES: [C:1]([O:2][C:3](=[O:4])[NH:7][CH2:8][CH2:9][CH:10]([c:11]1[cH:12][cH:13][cH:14][cH:15][cH:16]1)[NH:17][c:18]1[n:19][cH:20][cH:21][c:22](-[c:24]2[n:25][nH:26][c:27]3[n:28][c:29]([NH:33][CH2:34][CH2:35][N:36]4[CH2:37][CH2:38][O:39][CH2:40][CH2:41]4)[n:30][cH:31][c:32]23)[n:23]1)([CH3:5])([CH3:6])[CH3:42].[CH3:44][CH2:45][OH:46].[ClH:43]>>[NH2:7][CH2:8][CH2:9][CH:10]([c:11]1[cH:12][cH:13][cH:14][cH:15][cH:16]1)[NH:17][c:18]1[n:19][cH:20][cH:21][c:22](-[c:24]2[n:25][nH:26][c:27]3[n:28][c:29]([NH:33][CH2:34][CH2:35][N:36]4[CH2:37][CH2:38][O:39][CH2:40][CH2:41]4)[n:30][cH:31][c:32]23)[n:23]1. The reactants are SC1=C(C(=O)O)C=CC=C1 (2-mercaptobenzoic acid), C([O-])([O-])=O.[K+].[K+] (potassium carbonate), ClC=1C=CC=2C(N(C(C3=CC=CC1C23)=O)CC(=O)O)=O (6-chloro-1,3-dioxo-1H-benz[de]isoquinoline-2(3H)-acetic acid). The solvent is CN(C=O)C (dimethylformamide). Yields the product O=C1N(C(C2=C3C(C=CC=C13)=C(C=C2)SC2=C(C=CC=C2)C(=O)O)=O)CC(=O)O (1,3-Dioxo-6-[(2-carboxyphenyl)thio]-1H-benz[de]isoquinoline-2(3H)-acetic acid). Yield: 64.0%. Reaction SMILES: Cl[C:2]1[CH:3]=[CH:4][C:5]2[C:6](=[O:20])[N:7]([CH2:16][C:17]([OH:19])=[O:18])[C:8](=[O:15])[C:9]3[C:14]=2[C:13]=1[CH:12]=[CH:11][CH:10]=3.[SH:21][C:22]1[CH:30]=[CH:29][CH:28]=[CH:27][C:23]=1[C:24]([OH:26])=[O:25].C(=O)([O-])[O-].[K+].[K+]>CN(C)C=O>[O:15]=[C:8]1[C:9]2[C:14]3[C:13](=[C:2]([S:21][C:22]4[CH:30]=[CH:29][CH:28]=[CH:27][C:23]=4[C:24]([OH:26])=[O:25])[CH:3]=[CH:4][C:5]=3[C:6](=[O:20])[N:7]1[CH2:16][C:17]([OH:19])=[O:18])[CH:12]=[CH:11][CH:10]=2 |f:2.3.4|. Reported procedure: A mixture of 6-chloro-1,3-dioxo-1H-benz[de]isoquinoline-2(3H)-acetic acid (10.0 g, 34.5 mmoles, described in Example 2); 2-mercaptobenzoic acid (5.85 g, 37.9 mmoles) and anhydrous potassium carbonate (9.54 g, 37.9 mmoles) in dimethylformamide (300 ml) was heated at reflux for 3 hr. The product in the form of its sodium salt was precipitated from the reaction mixture. The precipitate was collected by filtration and dissolved in water. The solution of the sodium salt was rendered acidic with 2 N h...